Dataset: the Open Reaction Database (ORD), a public repository of structured organic reaction records. Task: describe an organic reaction: reactants, conditions, products, and yield Reactants: C(C)(=O)O[C@@H]1C[C@@H]2CC[C@H]3[C@@H]4C[C@H]5[C@H]([C@H](C)[C@]6(O5)CC[C@@H](C)CO6)[C@]4(C([C@H]([C@@H]3[C@]2(CC1)C)OC(C)=O)=O)C.C[C@H]1[C@H]2[C@H](C[C@H]3[C@@H]4CC[C@H]6C[C@H](CC[C@]6(C)[C@H]4[C@@H](C([C@]23C)=O)O)O)O[C@]12CC[C@@H](C)CO2 ((3β,5α,11α,25R)spirostan-3,11-diol-12-one (3β,5α,11α,25R)-3,11-di(acetoxy)spirostan-12-one), C[O-].[Na+] (sodium methoxide). The solvent is C1CCOC1 (THF), CO (methanol). The product is C(C)(=O)O[C@@H]1C[C@@H]2CC[C@H]3[C@@H]4C[C@H]5[C@H]([C@H](C)[C@]6(O5)CC[C@@H](C)CO6)[C@]4(C([C@H]([C@@H]3[C@]2(CC1)C)OC(C)=O)=O)C ((3β,5α,11α,25R)3,11-di(acetoxy)spirostan-12-one). Reaction SMILES: [C:1]([O:4][C@H:5]1[CH2:31][CH2:30][C@@:29]2([CH3:32])[C@@H:7]([CH2:8][CH2:9][C@@H:10]3[C@@H:28]2[C@H:27]([O:33][C:34](=[O:36])[CH3:35])[C:26](=[O:37])[C@@:25]2([CH3:38])[C@H:11]3[CH2:12][C@@H:13]3[O:18][C@@:17]4([O:24][CH2:23][C@H:21]([CH3:22])[CH2:20][CH2:19]4)[C@@H:15]([CH3:16])[C@@H:14]32)[CH2:6]1)(=[O:3])[CH3:2].C[C@@H]1[C@]2(OC[C@H](C)CC2)O[C@H]2C[C@@H]3[C@@](C)([C@@H]12)C(=O)[C@@H](O)[C@H]1[C@H]3CC[C@@H]2[C@]1(C)CC[C@H](O)C2.C[O-].[Na+]>CO.C1COCC1>[C:1]([O:4][C@H:5]1[CH2:31][CH2:30][C@@:29]2([CH3:32])[C@@H:7]([CH2:8][CH2:9][C@@H:10]3[C@@H:28]2[C@H:27]([O:33][C:34](=[O:36])[CH3:35])[C:26](=[O:37])[C@@:25]2([CH3:38])[C@H:11]3[CH2:12][C@@H:13]3[O:18][C@@:17]4([O:24][CH2:23][C@H:21]([CH3:22])[CH2:20][CH2:19]4)[C@@H:15]([CH3:16])[C@@H:14]32)[CH2:6]1)(=[O:3])[CH3:2] |f:0.1,2.3|. Reported procedure: (3β,5α,11α,25R)spirostan-3,11-diol-12-one (3β,5α,11α,25R)-3,11-di(acetoxy)spirostan-12-one was saponified with sodium methoxide in methanol and THF to give the title compound. The product is CN1C(C=2N(C3=CC=CC=C13)C=C(C2)C(=O)O)=O (5-methyl-4,5-dihydro-4-oxo-pyrrolo[1,2-a]quinoxaline-2-carboxylic acid). Solvent: O (water), C(C)O (ethanol). Procedure: A solution of 0.9 g of sodium hydroxide in 50 ml of water was added to a suspension of 1.66 g of ethyl 5-methyl-4,5-dihydro-4-oxo-pyrrolo[1,2-a]quinoxaline-2-carboxylate in 30 ml of hot ethanol and the mixture was warmed on a water bath for one hour after which thin layer chromatography showed no ester present. The resulting solution was filtered hot and the filtrate was acidified to a pH of 1-2 with concentrated hydrochloric acid. The mixture was cooled and filtered and the recovered product wa... As a reaction SMILES: [OH-].[Na+].[CH3:3][N:4]1[C:13]2[C:8](=[CH:9][CH:10]=[CH:11][CH:12]=2)[N:7]2[CH:14]=[C:15]([C:17]([O:19]CC)=[O:18])[CH:16]=[C:6]2[C:5]1=[O:22]>O.C(O)C>[CH3:3][N:4]1[C:13]2[C:8](=[CH:9][CH:10]=[CH:11][CH:12]=2)[N:7]2[CH:14]=[C:15]([C:17]([OH:19])=[O:18])[CH:16]=[C:6]2[C:5]1=[O:22] |f:0.1|. Starting materials: ester, [OH-].[Na+] (sodium hydroxide), CN1C(C=2N(C3=CC=CC=C13)C=C(C2)C(=O)OCC)=O (ethyl 5-methyl-4,5-dihydro-4-oxo-pyrrolo[1,2-a]quinoxaline-2-carboxylate). Isolated yield 94.1%. The reactants are C(C=C)(=O)O (acrylic acid), ice, BrCC(=O)OC (methyl bromoacetate), C(C)(=O)OCC (ethyl acetate). The solvent is C(C)N(CC)CC (triethylamine), C(C)N(CC)CC (triethylamine). Run at temperature 15 celsius, time 8 hour. Product: C(C=C)(=O)OCC(=O)OC (carbomethoxymethyl acrylate). Reaction SMILES: [C:1]([OH:5])(=[O:4])[CH:2]=[CH2:3].Br[CH2:7][C:8]([O:10][CH3:11])=[O:9].C(OCC)(=O)C>C(N(CC)CC)C>[C:1]([O:5][CH2:7][C:8]([O:10][CH3:11])=[O:9])(=[O:4])[CH:2]=[CH2:3]. Reported procedure: Into a five-liter, three-necked, round-bottom flash (equipped with a mechanical stirrer, a thermometer and a one-liter dropping funnel topped with a drying tube) were placed 527.9 mls. of acrylic acid, 662.7 mls. of methyl bromoacetate and 1750 mls. of ethyl acetate. The resulting solution was cooled to about 15° C. and 1073.2 mls. of triethylamine were added over a period of about one hour. An exotherm was noted and reaction temperature was maintained between 15° and 25° C. with an ice/salt coo... The product is FC=1C=C(C=C(C1OCC=1C(=NSC1C(F)(F)F)C1=C(C=C(C=C1)C)F)F)CC(C(=O)O)C (3-(3,5-difluoro-4-[[3-(2-fluoro-4-methylphenyl)-5-(trifluoromethyl)-1,2-thiazol-4-yl]methoxy]phenyl)-2-methylpropanoic acid). RXN SMILES: [F:1][C:2]1[CH:7]=[C:6]([CH3:8])[CH:5]=[CH:4][C:3]=1[C:9]1[C:13]([CH2:14][OH:15])=[C:12]([C:16]([F:19])([F:18])[F:17])[S:11][N:10]=1.[F:20][C:21]1[CH:22]=[C:23]([CH2:29][CH:30]([CH3:36])[C:31]([O:33]CC)=[O:32])[CH:24]=[C:25]([F:28])[C:26]=1O>>[F:20][C:21]1[CH:22]=[C:23]([CH2:29][CH:30]([CH3:36])[C:31]([OH:33])=[O:32])[CH:24]=[C:25]([F:28])[C:26]=1[O:15][CH2:14][C:13]1[C:9]([C:3]2[CH:4]=[CH:5][C:6]([CH3:8])=[CH:7][C:2]=2[F:1])=[N:10][S:11][C:12]=1[C:16]([F:19])([F:17])[F:18]. Reported procedure: The title compound was prepared according to the procedure described in Example 1 starting following Step 5 and 6 coupling (3-(2-fluoro-4-methylphenyl)-5-(trifluoromethyl)isothiazol-4-yl)methanol and ethyl 3-(3,5-difluoro-4-hydroxyphenyl)-2-methylpropanoate followed by hydrolysis to afford the desired product as an off-white solid. 1H NMR (300 MHz, CD3OD) δ 7.29 (t, J=7.8 Hz, 1H), 7.10 (d, J=7.5 Hz, 1H), 7.07 (d, J=11.4 Hz, 1H), 6.73 (d, J=9.7 Hz, 2H), 5.13 (s, 2H), 2.94-2.85 (m, 1H), 2.54-2.44 ... Starting materials: FC1=C(C=CC(=C1)C)C1=NSC(=C1CO)C(F)(F)F ((3-(2-fluoro-4-methylphenyl)-5-(trifluoromethyl)isothiazol-4-yl)methanol), FC=1C=C(C=C(C1O)F)CC(C(=O)OCC)C (ethyl 3-(3,5-difluoro-4-hydroxyphenyl)-2-methylpropanoate). Yield: 74.9%. Starting materials: NC1=C(C=C(C=2C(C3=CC=CC=C3C(C12)=O)=O)Br)C(=O)O (1-Amino-4-bromoanthraquinone-2-carboxylic acid), [OH-].[Na+] (sodium hydroxide), S(=O)([O-])S(=O)[O-].[Na+].[Na+] (sodium hydrosulfite). Run in O (water). Reported procedure: 1-Amino-4-bromoanthraquinone-2-carboxylic acid (38 grams, 0.11 mole) was dissolved in 200 ml. of water and 50 ml. of 10 M sodium hydroxide solution. The mixture was heated on a steam bath to 90°-100° C., and 40 g (b 0.23 mole) sodium hydrosulfite was added. Heating was continued with stirring for 2 hours, after which the mixture was cooled to room temperature. The resuting solid was collected by filtration and washed with water until the filtrate was neutral. The solid was dried at 80° C. to giv... Reaction conditions: time 2 hour. Yields the product NC1=CC=C(C=2C(C3=CC=CC=C3C(C12)=O)=O)Br (1-amino-4-bromoanthraquinone). RXN SMILES: [NH2:1][C:2]1[C:15]2[C:14](=[O:16])[C:13]3[C:8](=[CH:9][CH:10]=[CH:11][CH:12]=3)[C:7](=[O:17])[C:6]=2[C:5]([Br:18])=[CH:4][C:3]=1C(O)=O.[OH-].[Na+].S(S([O-])=O)([O-])=O.[Na+].[Na+]>O>[NH2:1][C:2]1[C:15]2[C:14](=[O:16])[C:13]3[C:8](=[CH:9][CH:10]=[CH:11][CH:12]=3)[C:7](=[O:17])[C:6]=2[C:5]([Br:18])=[CH:4][CH:3]=1 |f:1.2,3.4.5|. Reaction SMILES: [N+:1]([C:4]1[C:9](Cl)=[C:8]([N+:11]([O-:13])=[O:12])[C:7](Cl)=[CH:6][C:5]=1Cl)([O-:3])=[O:2].[O:16]1[CH2:21][CH2:20]OCC1.[CH3:22][CH2:23][O-:24].[Na+].[CH2:26]([OH:28])[CH3:27]>O>[N+:1]([C:4]1[C:9]([O:24][CH2:23][CH3:22])=[C:8]([N+:11]([O-:13])=[O:12])[C:7]([O:28][CH2:26][CH3:27])=[CH:6][C:5]=1[O:16][CH2:21][CH3:20])([O-:3])=[O:2] |f:2.3|. Solvent: O (water). Procedure: A mixture comprising 0.18 mole (50 g) of 2,4-dinitro 1,3,5-trichlorobenzene and 250 ml of dioxane are heated at 70° C. 0.64 mole (219.9 g) of sodium ethylate in solution at a concentration of 20% in ethanol are then added while agitating. After the end of the addition the agitation is continued two more hours at 70° C. The reaction mixture is cooled and diluted with iced water. The expected product crystallizes and is separated by filtration. After drying it is recrystallized from ethanol. It me... The reactants are [N+](=O)([O-])C1=C(C=C(C(=C1Cl)[N+](=O)[O-])Cl)Cl (2,4-dinitro 1,3,5-trichlorobenzene), O1CCOCC1 (dioxane), CC[O-].[Na+] (sodium ethylate), C(C)O (ethanol). The product is [N+](=O)([O-])C1=C(C=C(C(=C1OCC)[N+](=O)[O-])OCC)OCC (2,4-dinitro 1,3,5-triethoxybenzene). Reactants: Nc1ccc(Br)c2cnccc12, C1CCOC1, Cc1ccccc1, O=C=NCc1ccc(Cl)cc1Cl. The product is O=C(NCc1ccc(Cl)cc1Cl)Nc1ccc(Br)c2cnccc12. Reaction SMILES: [Br:1][c:2]1[cH:3][cH:4][c:5]([NH2:12])[c:6]2[cH:7][cH:8][n:9][cH:10][c:11]12.[CH2:32]1[O:33][CH2:34][CH2:35][CH2:36]1.[CH3:13][c:14]1[cH:15][cH:16][cH:17][cH:18][cH:19]1.[Cl:20][c:21]1[c:22]([CH2:28][N:29]=[C:30]=[O:31])[cH:23][cH:24][c:25]([Cl:27])[cH:26]1>>[Br:1][c:2]1[cH:3][cH:4][c:5]([NH:12][C:30]([NH:29][CH2:28][c:22]2[c:21]([Cl:20])[cH:26][c:25]([Cl:27])[cH:24][cH:23]2)=[O:31])[c:6]2[cH:7][cH:8][n:9][cH:10][c:11]12. Reactants: ClC1=C(C=CC(=C1)C(C(F)(F)F)(C(F)(F)F)O)N(C(CCC1=CC=CC=C1)=O)CC (N-[2-chloro-4-(2,2,2-trifluoro-1-hydroxy-1-trifluoromethyl-ethyl)-phenyl]-N-ethyl-3-phenyl-propionamide), B3. Run in C1CCOC1 (THF), C1CCOC1 (THF), C1CCOC1 (THF). Yields the product ClC=1C=C(C=CC1N(CCCC1=CC=CC=C1)CC)C(C(F)(F)F)(C(F)(F)F)O (2-{3-chloro-4-[ethyl-(3-phenyl-propyl)-amino]-phenyl}-1,1,1,3,3,3-hexafluoro-propan-2-ol). The yield is 90.9%. RXN SMILES: [Cl:1][C:2]1[CH:7]=[C:6]([C:8]([OH:17])([C:13]([F:16])([F:15])[F:14])[C:9]([F:12])([F:11])[F:10])[CH:5]=[CH:4][C:3]=1[N:18]([CH2:29][CH3:30])[C:19](=O)[CH2:20][CH2:21][C:22]1[CH:27]=[CH:26][CH:25]=[CH:24][CH:23]=1>C1COCC1>[Cl:1][C:2]1[CH:7]=[C:6]([C:8]([OH:17])([C:9]([F:10])([F:11])[F:12])[C:13]([F:15])([F:16])[F:14])[CH:5]=[CH:4][C:3]=1[N:18]([CH2:29][CH3:30])[CH2:19][CH2:20][CH2:21][C:22]1[CH:23]=[CH:24][CH:25]=[CH:26][CH:27]=1. Procedure: A solution of 70 mg (0.15 mmol) of N-[2-chloro-4-(2,2,2-trifluoro-1-hydroxy-1-trifluoromethyl-ethyl)-phenyl]-N-ethyl-3-phenyl-propionamide in 3 mL of THF was treated with 1 mL of 1M B3.THF-complex in THF and stirred for 10 hours at 80° C. in a sealed tube. Evaporation of the solvent and column chromatography on silica gel with CH2Cl2/n-heptane 1:1 yielded 60 mg (91%) of 2-{3-chloro-4-[ethyl-(3-phenyl-propyl)-amino]-phenyl}-1,1,1,3,3,3-hexafluoro-propan-2-ol, colorless oil, MS: 440 (MH+, 1Cl). Reactants: C1(=CC=CC=C1)CCCCCCN1C(C2=C(CC1)OC=C2)=O (5-(6-phenylhexyl)-6,7-dihydro-5H-furo[3,2-c]pyridin-4-one), CNC (dimethylamine), C=O (formaldehyde). Run in C(C)(=O)O (acetic acid). Reaction conditions: time 8 hour. Product: CN(C)CC1=CC=2C(N(CCC2O1)CCCCCCC1=CC=CC=C1)=O (2-dimethylaminomethyl-5-(6-phenylhexyl)-6,7-dihydro-5H-furo[3,2-c]pyridin-4-one). As a reaction SMILES: [C:1]1([CH2:7][CH2:8][CH2:9][CH2:10][CH2:11][CH2:12][N:13]2[CH2:18][CH2:17][C:16]3[O:19][CH:20]=[CH:21][C:15]=3[C:14]2=[O:22])[CH:6]=[CH:5][CH:4]=[CH:3][CH:2]=1.[CH3:23][NH:24][CH3:25].[CH2:26]=O>C(O)(=O)C>[CH3:23][N:24]([CH2:26][C:20]1[O:19][C:16]2[CH2:17][CH2:18][N:13]([CH2:12][CH2:11][CH2:10][CH2:9][CH2:8][CH2:7][C:1]3[CH:6]=[CH:5][CH:4]=[CH:3][CH:2]=3)[C:14](=[O:22])[C:15]=2[CH:21]=1)[CH3:25]. Procedure: To a solution of 0.242 g (0.814 mmol) of 5-(6-phenylhexyl)-6,7-dihydro-5H-furo[3,2-c]pyridin-4-one in 10 ml of acetic acid, 0.37 g (4.1 mmol) of 50% aqueous dimethylamine and 0.33 g (4.1 mmol) of 37% aqueous formaldehyde were added, followed by overnight refluxing. After the solvent was distilled off under reduced pressure, the residual solution was alkalified with aqueous sodium hydroxide and extracted with ethyl acetate 3 times. The combined organic layer was dried over anhydrous magnesium sul...